Task: describe an organic reaction: reactants, conditions, products, and yield. Dataset: the Open Reaction Database (ORD), a public repository of structured organic reaction records Reactants: C=CC1=CC=CC=C1 (styrene), Teflon, C=CC1=CC=CC=C1 (styrene), C[SiH](OCC)OCC (methyldiethoxysilane), C=CC1=CC=CC=C1 (styrene), C[SiH](OCC)OCC (methyldiethoxysilane), hydro(acyloxy)silane, divinylsiloxane. Reagents/catalysts: [Pt] (platinum). The solvent is C1(=CC=CC=C1)C (toluene). Reaction conditions: temperature 80 celsius. The product is C(CC1=CC=CC=C1)C[SiH](OCC)OCC (phenethylmethyldiethoxysilane). The yield is 63.0%. Reaction SMILES: [CH2:1]=[CH:2][C:3]1[CH:8]=[CH:7][CH:6]=[CH:5][CH:4]=1.[CH3:9][SiH:10]([O:14][CH2:15][CH3:16])[O:11][CH2:12][CH3:13]>[Pt].C1(C)C=CC=CC=1>[CH2:1]([CH2:9][SiH:10]([O:14][CH2:15][CH3:16])[O:11][CH2:12][CH3:13])[CH2:2][C:3]1[CH:8]=[CH:7][CH:6]=[CH:5][CH:4]=1. Procedure: Comparative Example 5. The platinum-catalyzed reaction of styrene and methyldiethoxysilane in the absence of a hydro(acyloxy)silane compound. A 212 mg sample of styrene (2 mmoles) and 279 mg of methyldiethoxysilane (HSi(CH3)(OEt)2, 2.1 mmoles) were placed in a glass reaction tube. This was followed by the addition of 0.001 mL of a toluene solution (platinum content=0.4 wt %) of a zero-valent platinum complex with divinylsiloxane. The reaction tube was subsequently sealed with Teflon™ tape, place... Reactants: [H-].[Na+] (sodium hydride), [H-].[Na+] (Sodium hydride), N1CCC(CC1)O (piperidin-4-ol), BrC1=NC=C(C=C1)Br (2,5-dibromopyridine). Run in CS(=O)C (DMSO). Reaction conditions: time 30 minute. Product: BrC=1C=CC(=NC1)OC1CCNCC1 (5-bromo-2-(piperidin-4-yloxy)-pyridine). The yield is 58.0%. Reaction SMILES: [H-].[Na+].[NH:3]1[CH2:8][CH2:7][CH:6]([OH:9])[CH2:5][CH2:4]1.Br[C:11]1[CH:16]=[CH:15][C:14]([Br:17])=[CH:13][N:12]=1>CS(C)=O>[Br:17][C:14]1[CH:15]=[CH:16][C:11]([O:9][CH:6]2[CH2:7][CH2:8][NH:3][CH2:4][CH2:5]2)=[N:12][CH:13]=1 |f:0.1|. Reported procedure: Sodium hydride (56 mg, 2.3 mmol) was added to a solution of piperidin-4-ol (214 mg, 2.11 mmol) in DMSO (8 mL). After stirring for 30 minutes, 2,5-dibromopyridine was added. After stirring for 24 hours, sodium hydride (56 mg, 2.3 mmol) was added. After stirring for another 24 hours the reaction was partitioned between ethyl acetate and water. The phases were separated and the aqueous phase was extracted with ethyl acetate. The combined organic phases were dried over MgSO4 and concentrated by rota... RXN SMILES: [CH3:1][C:2]1[CH:6]=[C:5]([CH3:7])[O:4][C:3]=1[CH:8]1[CH2:13][NH:12][CH2:11][CH2:10][NH:9]1.C([N:16]1[C:25]2[C:20](=[CH:21][C:22]([F:27])=[C:23](F)[CH:24]=2)[C:19](=[O:28])[C:18]([C:29]([OH:31])=[O:30])=[CH:17]1)C>N1C=CC=CC=1>[CH3:1][C:2]1[CH:6]=[C:5]([CH3:7])[O:4][C:3]=1[CH:8]1[NH:9][CH2:10][CH2:11][N:12]([C:23]2[CH:24]=[C:25]3[C:20]([C:19](=[O:28])[C:18]([C:29]([OH:31])=[O:30])=[CH:17][NH:16]3)=[CH:21][C:22]=2[F:27])[CH2:13]1. Run in N1=CC=CC=C1 (pyridine). Isolated yield 21.9%. Reaction conditions: time 4 hour. The product is CC1=C(OC(=C1)C)C1CN(CCN1)C1=C(C=C2C(C(=CNC2=C1)C(=O)O)=O)F (7-[3-(3,5-Dimethyl-2-furanyl)-1-piperazinyl]-6-fluoro-1,4-dihydro-4-oxo-3-quinolinecarboxylic acid). Reported procedure: The 1.4 g of 2-(3,5-dimethyl-2-furanyl)piperazine was dissolved in 5 ml of pyridine, 0.66 g of 1-ethyl-6,7-difluoro-1,4-dihydro-4-oxo-3-quinolinecarboxylic acid added and the mixture heated at 95°-100° C., under argon, :n a pressure bottle for 4 hours, then cooled. The solvent was removed in vacuo, the residue evaporated twice from toluene and the residue chromatographed, giving 700 mg of crude product. This product was recrystallized from methanol, giving 220 mg of the desired product, mp 230°-... Reactants: CC1=C(OC(=C1)C)C1NCCNC1 (2-(3,5-dimethyl-2-furanyl)piperazine), C(C)N1C=C(C(C2=CC(=C(C=C12)F)F)=O)C(=O)O (1-ethyl-6,7-difluoro-1,4-dihydro-4-oxo-3-quinolinecarboxylic acid). Starting materials: C(C)OC(=O)C=1N(C2=CC=C(C=C2C1Cl)Br)C1=CC=C(C=C1)OC(C)C (5-bromo-3-chloro-1-(4-isopropoxyphenyl)-1H-indole-2-carboxylic acid ethyl ester), O1CCOCC1 (1,4-dioxane), [Na+].[I-] (NaI), CNCCNC (N,N′-dimethyl-1,2-diaminoethane). The reagents and catalysts are [Cu]I (CuI). Solvent: CCOC(=O)C (EtOAc). Conditions: temperature 120 celsius, time 24 hour. Product: C(C)OC(=O)C=1N(C2=CC=C(C=C2C1Cl)I)C1=CC=C(C=C1)OC(C)C (3-Chloro-5-iodo-1-(4-isopropoxyphenyl)-1H-indole-2-carboxylic acid ethyl ester). The yield is 96.9%. Reaction SMILES: [CH2:1]([O:3][C:4]([C:6]1[N:7]([C:17]2[CH:22]=[CH:21][C:20]([O:23][CH:24]([CH3:26])[CH3:25])=[CH:19][CH:18]=2)[C:8]2[C:13]([C:14]=1[Cl:15])=[CH:12][C:11](Br)=[CH:10][CH:9]=2)=[O:5])[CH3:2].[Na+].[I-:28].CNCCNC.O1CCOCC1>CCOC(C)=O.[Cu]I>[CH2:1]([O:3][C:4]([C:6]1[N:7]([C:17]2[CH:22]=[CH:21][C:20]([O:23][CH:24]([CH3:26])[CH3:25])=[CH:19][CH:18]=2)[C:8]2[C:13]([C:14]=1[Cl:15])=[CH:12][C:11]([I:28])=[CH:10][CH:9]=2)=[O:5])[CH3:2] |f:1.2|. Procedure details: A mixture of 5-bromo-3-chloro-1-(4-isopropoxyphenyl)-1H-indole-2-carboxylic acid ethyl ester (2.80 g, 6.44 mmol) (prepared in accordance with the procedure described in Example 35, Method 1, step (b)), CuI (122 mg, 0.64 mmol), NaI (1.94 g, 12.9 mmol), N,N′-dimethyl-1,2-diaminoethane (142 μL, 1.28 mmol) and 1,4-dioxane (10 ml) was stirred at 120° C. for 24 h. The mixture was cooled to room temperature and diluted with EtOAc (200 ml). The combined organic phase was washed with diluted NH4OH soluti... The reactants are IC(C)C (2-Iodopropane), O1C=CC2=C1C=C(C=C2)CC#N (benzofuran-6-acetonitrile), [OH-].[Na+] (sodium hydroxide), O (water). The reagents and catalysts are S(=O)(=O)(O)[O-].C(CCC)[N+](CCCC)(CCCC)CCCC (tetrabutylammonium hydrogen sulphate). Solvent: ClCCl (dichloromethane). Product: C(C)(C)C(C#N)C1=CC2=C(C=CO2)C=C1 (α-isopropylbenzofuran-6-acetonitrile). Yield: 42.6%. Reaction SMILES: I[CH:2]([CH3:4])[CH3:3].[O:5]1[C:9]2[CH:10]=[C:11]([CH2:14][C:15]#[N:16])[CH:12]=[CH:13][C:8]=2[CH:7]=[CH:6]1.[OH-].[Na+].O>S([O-])(O)(=O)=O.C([N+](CCCC)(CCCC)CCCC)CCC.ClCCl>[CH:2]([CH:14]([C:11]1[CH:12]=[CH:13][C:8]2[CH:7]=[CH:6][O:5][C:9]=2[CH:10]=1)[C:15]#[N:16])([CH3:4])[CH3:3] |f:2.3,5.6|. Procedure: 2-Iodopropane (6.5 g, 0.038 mol) was added to a well-stirred mixture of benzofuran-6-acetonitrile (3.0 g, 0.019 mol), tetrabutylammonium hydrogen sulphate (6.5 g, 0.019 mol), sodium hydroxide (47% w/w, 20 cm3, 0.037 mol), water (10 cm3) and dichloromethane (50 cm3), and the mixture was refluxed for 6 hr. with good stirring. The organic layer was washed with water, dried (Na2SO4), filtered and the solvent was removed. Toluene (15 cm3) was added to the residue, the mixture was filtered, and the so... Conditions: temperature 0 celsius, time 1 hour. Isolated yield 77.4%. RXN SMILES: [F:1][C:2]1[CH:7]=[CH:6][CH:5]=[CH:4][C:3]=1[C:8]1[N:12]=[N:11][N:10]([CH2:13][S:14][C:15]2[CH:20]=[CH:19][CH:18]=[CH:17][CH:16]=2)[C:9]=1[NH2:21].N1C=CC=CC=1.[Cl:28][CH:29]([C:33]1[CH:38]=[CH:37][CH:36]=[CH:35][CH:34]=1)[C:30](Cl)=[O:31]>CN(C)C=O>[Cl:28][CH:29]([C:33]1[CH:38]=[CH:37][CH:36]=[CH:35][CH:34]=1)[C:30]([NH:21][C:9]1[N:10]([CH2:13][S:14][C:15]2[CH:20]=[CH:19][CH:18]=[CH:17][CH:16]=2)[N:11]=[N:12][C:8]=1[C:3]1[CH:4]=[CH:5][CH:6]=[CH:7][C:2]=1[F:1])=[O:31]. The product is ClC(C(=O)NC=1N(N=NC1C1=C(C=CC=C1)F)CSC1=CC=CC=C1)C1=CC=CC=C1 (2-chloro-N-[5-(2-fluoro-phenyl)-3-phenylsulfenylmethyl-3H-1,2,3-triazol-4-yl]-2-phenylacetamide). The reactants are N1=CC=CC=C1 (pyridine), FC1=C(C=CC=C1)C1=C(N(N=N1)CSC1=CC=CC=C1)N (5-(2-fluorophenyl)-3-phenylsulfenylmethyl-3H-1,2,3-triazol-4-ylamine), ClC(C(=O)Cl)C1=CC=CC=C1 (rac-α-chlorophenylacetyl chloride). Run in CN(C=O)C (dimethylformamide). Procedure details: To a cold (0° C.), stirred solution of 5-(2-fluorophenyl)-3-phenylsulfenylmethyl-3H-1,2,3-triazol-4-ylamine (1.30 g, 4.32 mmol) in dimethylformamide (30 ml) under nitrogen was added pyridine (0.46 ml, 5.62 mmol) followed by rac-α-chlorophenylacetyl chloride (0.79 ml, 4.97 mmol). The reaction mixture was stirred at 0° C. for 1 hour and subsequently poured into distilled water (200 ml). The aqueous solution was extracted with ethyl acetate (2×100 ml) and the combined organic extracts were washed w... Reactants: COC1=CC=C(C=C1)N (p-anisidine), N(=O)[O-].[Na+] (sodium nitrite), C(CCCCCCCCCCCCCCCCC)S(=O)C=1C(=CC2=CC=CC=C2C1)O (3-octadecanesulfinyl-2-naphthol), [OH-].[Na+] (sodium hydroxide), diazonium salt. Run in O (water), C(C)(=O)O (acetic acid), O (water), O (water), CO (methanol), O1CCCC1 (tetrahydrofuran). Conditions: time 1 hour. Yields the product COC1=CC=C(C=C1)N=NC1=C(C(=CC2=CC=CC=C12)S(=O)CCCCCCCCCCCCCCCCCC)O (1-(p-methoxyphenylazo)-3-octadecanesulfinyl-2-naphthol). Yield: 95.3%. RXN SMILES: [CH2:1]([S:19]([C:21]1[C:22]([OH:31])=[CH:23][C:24]2[C:29]([CH:30]=1)=[CH:28][CH:27]=[CH:26][CH:25]=2)=[O:20])[CH2:2][CH2:3][CH2:4][CH2:5][CH2:6][CH2:7][CH2:8][CH2:9][CH2:10][CH2:11][CH2:12][CH2:13][CH2:14][CH2:15][CH2:16][CH2:17][CH3:18].[OH-].[Na+].[CH3:34][O:35][C:36]1[CH:41]=[CH:40][C:39]([NH2:42])=[CH:38][CH:37]=1.[N:43]([O-])=O.[Na+]>CO.O1CCCC1.O.C(O)(=O)C>[CH3:34][O:35][C:36]1[CH:41]=[CH:40][C:39]([N:42]=[N:43][C:23]2[C:24]3[C:29](=[CH:28][CH:27]=[CH:26][CH:25]=3)[CH:30]=[C:21]([S:19]([CH2:1][CH2:2][CH2:3][CH2:4][CH2:5][CH2:6][CH2:7][CH2:8][CH2:9][CH2:10][CH2:11][CH2:12][CH2:13][CH2:14][CH2:15][CH2:16][CH2:17][CH3:18])=[O:20])[C:22]=2[OH:31])=[CH:38][CH:37]=1 |f:1.2,4.5|. Procedure details: To a solution of 13.0 g (0.029 mole) 3-octadecanesulfinyl-2-naphthol and 5.0 g sodium hydroxide in 300 ml methanol and 200 ml tetrahydrofuran at 0°-5° C. was added a diazonium salt solution prepared from 3.6 g (0.029 mole) p-anisidine in 40 ml water containing 10 ml concentrated hydrochloric acid and a solution of 2.0 g (0.029 mole) sodium nitrite in 20 ml water. The red mixture was stirred at 5° for one hr. and at room temperature overnight, then cooled and acidified with 20 ml acetic acid in 4... The product is Clc1ccccc1CC1CO1. As a reaction SMILES: [C:22](=[O:23])([O-:24])[O-:25].[Cl:12][c:13]1[c:14]([CH2:19][CH:20]=[CH2:21])[cH:15][cH:16][cH:17][cH:18]1.[Cl:28][CH2:29][Cl:30].[Na+:26].[Na+:27].[OH:1][O:2][C:3]([c:4]1[cH:5][c:6]([Cl:7])[cH:8][cH:9][cH:10]1)=[O:11]>>[O:1]1[CH:20]([CH2:19][c:14]2[c:13]([Cl:12])[cH:18][cH:17][cH:16][cH:15]2)[CH2:21]1. Starting materials: O=C([O-])[O-], C=CCc1ccccc1Cl, ClCCl, [Na+], [Na+], O=C(OO)c1cccc(Cl)c1. Starting materials: Cl.NC(=N)N (guanidine hydrochloride), C[O-].[Na+] (sodium methoxide), CN1C(=CC2=CC=CC=C12)C(=O)OC (methyl 1-methyl-2-indole-carboxylate). Solvent: CO (methanol). The product is CNC(=NC(=O)C=1NC2=CC=CC=C2C1)N (1-methyl-2-indoloylguanidine). Reaction SMILES: Cl.[NH2:2][C:3]([NH2:5])=[NH:4].[CH3:6][O-].[Na+].C[N:10]1[C:18]2[C:13](=[CH:14][CH:15]=[CH:16][CH:17]=2)[CH:12]=[C:11]1[C:19](OC)=[O:20]>CO>[CH3:6][NH:4][C:3]([NH2:5])=[N:2][C:19]([C:11]1[NH:10][C:18]2[C:13]([CH:12]=1)=[CH:14][CH:15]=[CH:16][CH:17]=2)=[O:20] |f:0.1,2.3|. Procedure details: After 8.58 g (89.8 mmol) of guanidine hydrochloride was added to 70 ml of a methanol solution of 4.85 g (89.8 mmol) of sodium methoxide, the mixture was stirred at room temperature. The precipitated sodium chloride was filtered off to obtain the solution. Then 1.70 g (8.97 mmol) of methyl 1-methyl-2-indole-carboxylate was added to the thus obtained solution. Subsequently methanol was distilled off under reduced pressure. The resulting residue was heated at 130° C. for minutes and then allowed to...